Dataset: the Open Reaction Database (ORD), a public repository of structured organic reaction records. Task: describe an organic reaction: reactants, conditions, products, and yield Reactants: CCOC(=O)C (EtOAc), C(C=C)C1=C2CC[C@](OC2=C(C(=C1O)C)C)(CCC[C@@H](CCC[C@@H](CCCC(C)C)C)C)C ((R,R,R)-5-allyl-2,7,8-trimethyl-2-(4,8,12-trimethyl-tridecyl)-chroman-6-ol), C(C)#N (ACN), O=[N+]([O-])[O-].[O-][N+]([O-])=O.[O-][N+]([O-])=O.[O-][N+]([O-])=O.[O-][N+]([O-])=O.[O-][N+]([O-])=O.[Ce+4].[NH4+].[NH4+] (CAN). The solvent is C(Cl)Cl (DCM), O (water), CC(C)(C)OC (MTBE), O (water). Conditions: temperature 0 celsius, time 15 minute. The product is C(C=C)C=1C(C(=C(C(C1CC[C@](CCC[C@@H](CCC[C@@H](CCCC(C)C)C)C)(C)O)=O)C)C)=O ((R,R,R)-2-allyl-3-(3-hydroxy-3,7,11,15-tetramethyl-hexadecyl)-5,6-dimethyl-[1,4]benzoquinone). Yield: 81.4%. Reaction SMILES: [CH2:1]([C:4]1[C:13]([OH:14])=[C:12]([CH3:15])[C:11]([CH3:16])=[C:10]2[C:5]=1[CH2:6][CH2:7][C@@:8]([CH3:33])([CH2:17][CH2:18][CH2:19][C@H:20]([CH3:32])[CH2:21][CH2:22][CH2:23][C@H:24]([CH3:31])[CH2:25][CH2:26][CH2:27][CH:28]([CH3:30])[CH3:29])[O:9]2)[CH:2]=[CH2:3].C(#N)C.[O:37]=[N+]([O-])[O-].[O-][N+](=O)[O-].[O-][N+](=O)[O-].[O-][N+](=O)[O-].[O-][N+](=O)[O-].[O-][N+](=O)[O-].[Ce+4].[NH4+].[NH4+].CCOC(C)=O>O.CC(OC)(C)C.C(Cl)Cl>[CH2:1]([C:4]1[C:13](=[O:14])[C:12]([CH3:15])=[C:11]([CH3:16])[C:10](=[O:9])[C:5]=1[CH2:6][CH2:7][C@@:8]([OH:37])([CH3:33])[CH2:17][CH2:18][CH2:19][C@H:20]([CH3:32])[CH2:21][CH2:22][CH2:23][C@H:24]([CH3:31])[CH2:25][CH2:26][CH2:27][CH:28]([CH3:30])[CH3:29])[CH:2]=[CH2:3] |f:2.3.4.5.6.7.8.9.10|. Reported procedure: A 50 mL RBF flask was charged with (R,R,R)-5-allyl-2,7,8-trimethyl-2-(4,8,12-trimethyl-tridecyl)-chroman-6-ol (Ex-1D-3) (120 mg, 0.26 mmol) and ACN (20 mL), then cooled to 0° C. A solution of CAN (285 mg, 0.52 mmol) in water (1 mL) was added dropwise over 1 min to the reaction resulting in a bright orange solution. After 15 min, the reaction was deemed complete (TLC—9:1 hept:EtOAc). The reaction was diluted with MTBE (10 mL) and water (10 mL). The aqueous layer was washed with MTBE (3×10 mL). Th... Reactants: BrC=1C=CC=C2CC(C(C12)=O)C (7-Bromo-2-methyl-1-indanone), O (water), O1C(=CC=C1)B(O)O (furanylboronic acid), C([O-])([O-])=O.[Na+].[Na+] (sodium carbonate). The reagents and catalysts are C(C)(=O)[O-].[Pd+2].C(C)(=O)[O-] (palladium acetate), C1(=C(C=CC=C1)C1=C(C=CC=C1)P(C1=C(C=CC=C1)C1=C(C=CC=C1)C)C1=C(C=CC=C1)C1=C(C=CC=C1)C)C (tris(o-tolylphenyl)phosphine). Run in C(OC)COC (dimethoxyethane). Run at temperature 80 celsius, time 2 hour. Yields the product CC1C(C2=C(C=CC=C2C1)C=1OC=CC1)=O (2-Methyl-7-(2-furanyl)-1-indanone). Isolated yield 85.0%. Reaction SMILES: Br[C:2]1[CH:3]=[CH:4][CH:5]=[C:6]2[C:10]=1[C:9](=[O:11])[CH:8]([CH3:12])[CH2:7]2.[O:13]1[CH:17]=[CH:16][CH:15]=[C:14]1B(O)O.C(=O)([O-])[O-].[Na+].[Na+].O>C(COC)OC.C([O-])(=O)C.[Pd+2].C([O-])(=O)C.C1(C)C=CC=CC=1C1C=CC=CC=1P(C1C=CC=CC=1C1C=CC=CC=1C)C1C=CC=CC=1C1C=CC=CC=1C>[CH3:12][CH:8]1[CH2:7][C:6]2[C:10](=[C:2]([C:14]3[O:13][CH:17]=[CH:16][CH:15]=3)[CH:3]=[CH:4][CH:5]=2)[C:9]1=[O:11] |f:2.3.4,7.8.9|. Procedure: Using a method similar to Example 22, 33.7 g (0.15 mol) of (2), 18.5 g (0.165 mol) of furanylboronic acid and 34.9 g (0.33 mol) of sodium carbonate were placed in 570 ml of dimethoxyethane and 180 ml of water in the reaction vessel, the mixture was degassed a number of times and saturated with argon. 675 mg (3 mmol) of palladium acetate and 1.83 g (6 mmol) of tris(o-tolylphenyl)phosphine were added and the reaction mixture was stirred for 2 hours at 80° C. After addition of 450 ml of water, the ... The reactants are C(C)(=O)O[C@@H]1[C@H]([C@H](OCC2=CC=CC=C2)O[C@@H]([C@H]1OC(C)=O)COC(C)=O)NC(CCCCCCCCCCCCCCC)=O (benzyl 3,4,6-tri-O-acetyl-2-deoxy-2-palmitamido-β-D-glucopyranoside), C(C)(=O)O[C@@H]1[C@H]([C@H](OCC2=CC=CC=C2)O[C@@H]([C@H]1OC(C)=O)COC(C)=O)NC(CCCCCCCCCCCCCCC)=O (benzyl 3,4,6-tri-O-acetyl-2-deoxy-2-palmitamido-β-D-glucopyranoside), [Na] (sodium). Run in CO (methanol). Product: C(CCCCCCCCCCCCCCC)(=O)N[C@H]1[C@H](OCC2=CC=CC=C2)O[C@@H]([C@H]([C@@H]1O)O)CO (Benzyl 2-deoxy-2-palmitamido-β-D-glucopyranoside). RXN SMILES: C([O:4][C@H:5]1[C@H:18]([O:19]C(=O)C)[C@@H:17]([CH2:23][O:24]C(=O)C)[O:16][C@@H:7]([O:8][CH2:9][C:10]2[CH:15]=[CH:14][CH:13]=[CH:12][CH:11]=2)[C@@H:6]1[NH:28][C:29](=[O:45])[CH2:30][CH2:31][CH2:32][CH2:33][CH2:34][CH2:35][CH2:36][CH2:37][CH2:38][CH2:39][CH2:40][CH2:41][CH2:42][CH2:43][CH3:44])(=O)C.[Na]>CO>[C:29]([NH:28][C@@H:6]1[C@@H:5]([OH:4])[C@H:18]([OH:19])[C@@H:17]([CH2:23][OH:24])[O:16][C@H:7]1[O:8][CH2:9][C:10]1[CH:15]=[CH:14][CH:13]=[CH:12][CH:11]=1)(=[O:45])[CH2:30][CH2:31][CH2:32][CH2:33][CH2:34][CH2:35][CH2:36][CH2:37][CH2:38][CH2:39][CH2:40][CH2:41][CH2:42][CH2:43][CH3:44] |^1:45|. Procedure: A solution of 5 grams of benzyl 3,4,6-tri-O-acetyl-2-deoxy-2-palmitamido-β-D-glucopyranoside (Compound 1b) in 140 ml. of methanol was refluxed for about 30 minutes after the addition of a piece of sodium metal. A sulfonic cation exchange resin was added to remove the sodium, followed by hot filtration. The filtrate was concentrated on a rotary evaporator to yield the desired product in the form of a gelatinous solid which was stored in an evacuated oven at 70° C. overnight. Reactants: CC(CC[Si]1(CCC(CC1)C1CCC(CC1)=O)C1=CC=CC=C1)C (4-(4-(3-methylbutyl)-4-phenyl-4-silacyclohexyl)cyclohexanone), FC=1C=C(C=CC1F)[Mg]Br (3,4-difluorophenylmagnesium bromide). The product is CC(CC[Si@@H]1CC[C@H](CC1)C1=CC=C(C=C1)C1=CC(=C(C=C1)F)F)C (trans-4-(4-(3-methylbutyl)-4-silacyclohexyl)-3', 4'-difluorobiphenyl). Reaction SMILES: [CH3:1][CH:2]([CH3:24])[CH2:3][CH2:4][Si:5]1(C2C=CC=CC=2)[CH2:10][CH2:9][CH:8]([CH:11]2[CH2:16][CH2:15][C:14](=O)[CH2:13][CH2:12]2)[CH2:7][CH2:6]1.[F:25][C:26]1[CH:27]=[C:28]([Mg]Br)[CH:29]=[CH:30][C:31]=1[F:32]>>[CH3:24][CH:2]([CH3:1])[CH2:3][CH2:4][Si@H:5]1[CH2:6][CH2:7][C@H:8]([C:11]2[CH:12]=[CH:13][C:14]([C:29]3[CH:28]=[CH:27][C:26]([F:25])=[C:31]([F:32])[CH:30]=3)=[CH:15][CH:16]=2)[CH2:9][CH2:10]1. Procedure details: The general procedure of Example 12 was repeated using 34.3 g of 4-(4-(3-methylbutyl)-4-phenyl-4-silacyclohexyl)cyclohexanone and 3,4-difluorophenylmagnesium bromide, thereby obtaining the captioned compound. Yields the product COc1ccc(SC(C)(C)CC(=O)O)cc1. The reactants are C1CCNCC1, CC(C)=CC(=O)O, CCOC(C)=O, COc1ccc(S)cc1. As a reaction SMILES: [CH2:17]1[CH2:18][CH2:19][NH:20][CH2:21][CH2:22]1.[CH3:1][C:2](=[CH:3][C:4](=[O:5])[OH:6])[CH3:7].[CH3:23][CH2:24][O:25][C:26]([CH3:27])=[O:28].[CH3:8][O:9][c:10]1[cH:11][cH:12][c:13]([SH:16])[cH:14][cH:15]1>>[CH3:1][C:2]([CH2:3][C:4](=[O:5])[OH:6])([CH3:7])[S:16][c:13]1[cH:12][cH:11][c:10]([O:9][CH3:8])[cH:15][cH:14]1. The reactants are O=C([O-])[O-], [Cs+], [Cs+], Fc1cc(I)cnc1F, Nc1ncc(I)cc1F, C1COCCO1, C#Cc1ccccc1. Yields the product Nc1ncc(C#Cc2ccccc2)cc1F. RXN SMILES: [C:10](=[O:11])([O-:12])[O-:13].[Cs+:14].[Cs+:15].[F:1][c:2]1[c:3]([F:4])[cH:5][c:6]([I:7])[cH:8][n:9]1.[I:16][c:17]1[cH:18][c:19]([F:24])[c:20]([NH2:23])[n:21][cH:22]1.[O:33]1[CH2:34][CH2:35][O:36][CH2:37][CH2:38]1.[c:25]1([C:31]#[CH:32])[cH:26][cH:27][cH:28][cH:29][cH:30]1>>[c:17]1([C:32]#[C:31][c:25]2[cH:26][cH:27][cH:28][cH:29][cH:30]2)[cH:18][c:19]([F:24])[c:20]([NH2:23])[n:21][cH:22]1. The reactants are ClC1=C(C=CC(=C1)Cl)CO[C@H]1[C@H]([C@@H](OC)O[C@@H]1COCC1=C(C=C(C=C1)Cl)Cl)O (3,5-Bis-O-(2,4-dichlorophenylmethyl)-1-O-methyl-α-D-ribofuranose), ice, CC(=O)OI1(C=2C=CC=CC2C(=O)O1)(OC(=O)C)OC(=O)C (Dess-Martin periodinane), ice, Na2S2O3.5H2O. RXN SMILES: CC(OI1(OC(C)=O)(OC(C)=O)OC(=O)C2C=CC=CC1=2)=O.[Cl:23][C:24]1[CH:29]=[C:28]([Cl:30])[CH:27]=[CH:26][C:25]=1[CH2:31][O:32][C@@H:33]1[C@@H:39]([CH2:40][O:41][CH2:42][C:43]2[CH:48]=[CH:47][C:46]([Cl:49])=[CH:45][C:44]=2[Cl:50])[O:38][C@H:35]([O:36][CH3:37])[C@@H:34]1[OH:51]>C(Cl)Cl.CCOCC.C([O-])(O)=O.[Na+]>[Cl:23][C:24]1[CH:29]=[C:28]([Cl:30])[CH:27]=[CH:26][C:25]=1[CH2:31][O:32][C@@H:33]1[C@@H:39]([CH2:40][O:41][CH2:42][C:43]2[CH:48]=[CH:47][C:46]([Cl:49])=[CH:45][C:44]=2[Cl:50])[O:38][C@H:35]([O:36][CH3:37])[C:34]1=[O:51] |f:4.5|. Isolated yield 95.0%. Procedure: To an ice-cold suspension of Dess-Martin periodinane (50.0 g, 118 mmol) in anhydrous CH2Cl2 (350 mL) under argon (Ar) was added a solution of the compound from Step A (36.2 g, 75 mmol) in anhydrous CH2Cl2 (200 mL) dropwise over 0.5 h. The reaction mixture was stirred at 0° C. for 0.5 h and then at room temperature for 3 days. The mixture was diluted with anhydrous Et2O (600 mL) and poured into an ice-cold mixture of Na2S2O3.5H2O (180 g) in saturated aqueous NaHCO3 (1400 mL). The layers were sepa... Run at temperature 0 celsius, time 0.5 hour. The product is ClC1=C(C=CC(=C1)Cl)CO[C@H]1C([C@@H](OC)O[C@@H]1COCC1=C(C=C(C=C1)Cl)Cl)=O (3,5-Bis-O-(2,4-dichlorophenylmethyl)-1-O-methyl-α-D-erythro-pentofuranos-2-ulose). Run in C(Cl)Cl (CH2Cl2), CCOCC (Et2O), C(Cl)Cl (CH2Cl2), C(=O)(O)[O-].[Na+] (NaHCO3). The reactants are O=C1CCC(=O)N1Br, Cc1ccccc1C(=O)O, ClC(Cl)Cl. RXN SMILES: [Br:11][N:12]1[C:13](=[O:14])[CH2:15][CH2:16][C:17]1=[O:18].[CH3:1][c:2]1[cH:3][cH:4][cH:5][cH:6][c:7]1[C:8]([OH:9])=[O:10].[CH:19]([Cl:20])([Cl:21])[Cl:22]>>[CH2:1]([c:2]1[cH:3][cH:4][cH:5][cH:6][c:7]1[C:8]([OH:9])=[O:10])[Br:11]. Yields the product O=C(O)c1ccccc1CBr. Starting materials: COC1=C(C=CC=C1)S(=O)(=O)OC=1C=C(OCCCON)C=C(C1)C (3-[3-(2-methoxyphenylsulfonyloxy)-5-methylphenoxy]propoxyamine), Cl.N1(N=CC=C1)C(=N)N (1H-pyrazole-1-carboxamidine hydrochloride), Cl.N1(N=CC=C1)C(=N)N (1H-pyrazole-1-carboxamidine hydrochloride). The solvent is CN(C=O)C (N,N-dimethylformamide). Conditions: time 8 hour. The product is COC1=C(C=CC=C1)S(=O)(=O)OC=1C=C(OCCCONC(=N)N)C=C(C1)C (3-[3-(2-Methoxyphenylsulfonyloxy)-5-methylphenoxy]propoxyguanidine). The yield is 78.0%. RXN SMILES: [CH3:1][O:2][C:3]1[CH:8]=[CH:7][CH:6]=[CH:5][C:4]=1[S:9]([O:12][C:13]1[CH:14]=[C:15]([CH:22]=[C:23]([CH3:25])[CH:24]=1)[O:16][CH2:17][CH2:18][CH2:19][O:20][NH2:21])(=[O:11])=[O:10].Cl.[N:27]1([C:32](N)=[NH:33])C=CC=N1>CN(C)C=O>[CH3:1][O:2][C:3]1[CH:8]=[CH:7][CH:6]=[CH:5][C:4]=1[S:9]([O:12][C:13]1[CH:14]=[C:15]([CH:22]=[C:23]([CH3:25])[CH:24]=1)[O:16][CH2:17][CH2:18][CH2:19][O:20][NH:21][C:32]([NH2:33])=[NH:27])(=[O:11])=[O:10] |f:1.2|. Procedure: A solution of 3-[3-(2-methoxyphenylsulfonyloxy)-5-methylphenoxy]propoxyamine (74 mg, 0.20 mmol, prepared in the preceding step) and 1H-pyrazole-1-carboxamidine hydrochloride (60 mg, 0.41 mmol) in anhydrous N,N-dimethylformamide (2 mL) was stirred at ambient temperature overnight. Additional 1H-pyrazole-1-carboxamidine hydrochloride (30 mg, 0.20 mmol) was added, and the reaction was stirred at ambient temperature for 3 days. N,N-Dimethylformamide was removed in vacuo, then the residue was treated... Reactants: CC1(C)CC(=O)c2ccc(OS(=O)(=O)C(F)(F)F)cc21, CN(C)c1ccc(B(O)O)cc1. The product is CN(C)c1ccc(-c2ccc3c(c2)C(C)(C)CC3=O)cc1. Reaction SMILES: [CH3:1][C:2]1([CH3:20])[CH2:3][C:4](=[O:19])[c:5]2[cH:6][cH:7][c:8]([O:11][S:12]([C:13]([F:14])([F:15])[F:16])(=[O:17])=[O:18])[cH:9][c:10]21.[CH3:21][N:22]([c:23]1[cH:24][cH:25][c:26]([B:29]([OH:30])[OH:31])[cH:27][cH:28]1)[CH3:32]>>[CH3:1][C:2]1([CH3:20])[CH2:3][C:4](=[O:19])[c:5]2[cH:6][cH:7][c:8](-[c:26]3[cH:25][cH:24][c:23]([N:22]([CH3:21])[CH3:32])[cH:28][cH:27]3)[cH:9][c:10]21.